From a dataset of the Open Reaction Database (ORD), a public repository of structured organic reaction records. describe an organic reaction: reactants, conditions, products, and yield Starting materials: C(CCCCCCCCCCC)(=O)OC (methyl laurate), C1C([C@@H](C(O1)C(CO)O)O)O (sorbitan), C(CCCCCCCCCCC)(=O)OC (methyl laurate), CO.C[O-].[Na+] (sodium methoxide methanol), [PH2](=O)[O-].[Na+] (sodium hypophosphite), raw material. Conditions: temperature 65 celsius, time 1 hour. The product is CCCCCCCCCCCC(=O)OCC([C@@H]1[C@@H]([C@H](CO1)O)O)O (sorbitan monolaurate). As a reaction SMILES: [CH2:1]1[O:5][CH:4]([CH:6]([OH:9])[CH2:7][OH:8])[C@@H:3]([OH:10])[CH:2]1[OH:11].[C:12](OC)(=[O:24])[CH2:13][CH2:14][CH2:15][CH2:16][CH2:17][CH2:18][CH2:19][CH2:20][CH2:21][CH2:22][CH3:23].CO.C[O-].[Na+].[PH2]([O-])=O.[Na+]>>[CH3:23][CH2:22][CH2:21][CH2:20][CH2:19][CH2:18][CH2:17][CH2:16][CH2:15][CH2:14][CH2:13][C:12]([O:8][CH2:7][CH:6]([OH:9])[C@H:4]1[O:5][CH2:1][C@H:2]([OH:11])[C@H:3]1[OH:10])=[O:24] |f:2.3.4,5.6|. Procedure details: After 469 g of a 70% by weight sorbitan aqueous solution (aldehyde value of sorbitan: 6.5 ppm) and 556 g of methyl laurate were charged into a 2000 mL four-neck flask fitted with a stirring apparatus, a thermometer, and a nitrogen gas inlet, dehydration was performed at 110° C. under a nitrogen stream at normal pressure for 1 hour and further at 110° C. under a nitrogen stream at 4 kPa for 1 hour. The whole was cooled to 65° C. and, after 35.4 g of a 5% by weight sodium methoxide methanol soluti...